From a dataset of the Open Reaction Database (ORD), a public repository of structured organic reaction records. describe an organic reaction: reactants, conditions, products, and yield Starting materials: C(CC)(OCC)(OCC)OCC (Triethyl orthopropionate), CS(=O)(=O)CCOCCNC1=C(C=NC2=CC=CC=C12)N (N4-{2-[2-(methylsulfonyl)ethoxy]ethyl}quinoline-3,4-diamine), Cl.N1=CC=CC=C1 (Pyridine hydrochloride). Solvent: C(C)#N (acetonitrile). Conditions: time 40 minute. Yields the product C(C)C=1N(C2=C(C=NC=3C=CC=CC23)N1)CCOCCS(=O)(=O)C (2-ethyl-1-{2-[2-(methylsulfonyl)ethoxy]ethyl}-1H-imidazo[4,5-c]quinoline). Yield: 92.1%. Reaction SMILES: [C:1](OCC)(OCC)(OCC)[CH2:2][CH3:3].[CH3:13][S:14]([CH2:17][CH2:18][O:19][CH2:20][CH2:21][NH:22][C:23]1[C:32]2[C:27](=[CH:28][CH:29]=[CH:30][CH:31]=2)[N:26]=[CH:25][C:24]=1[NH2:33])(=[O:16])=[O:15].Cl.N1C=CC=CC=1>C(#N)C>[CH2:2]([C:3]1[N:22]([CH2:21][CH2:20][O:19][CH2:18][CH2:17][S:14]([CH3:13])(=[O:16])=[O:15])[C:23]2[C:32]3[CH:31]=[CH:30][CH:29]=[CH:28][C:27]=3[N:26]=[CH:25][C:24]=2[N:33]=1)[CH3:1] |f:2.3|. Procedure details: Triethyl orthopropionate (2.5 mL, 12 mmol) was added to a stirred solution of N4-{2-[2-(methylsulfonyl)ethoxy]ethyl}quinoline-3,4-diamine (3.2 g, 10 mmol) in acetonitrile (50 mL). Pyridine hydrochloride (0.3 g) was added and the reaction mixture was heated to reflux with the volatiles being collected in a Dean Stark trap. After 40 minutes analysis by TLC indicated that the starting material was consumed. The reaction mixture was concentrated under reduced pressure to provide 3.2 g of 2-ethyl-1-{... Yield: 54.6%. Reactants: BrC1=CC=C(C=C1)C1=NC=2C(=NC=CC2)N1CC(=O)O (2-(4-bromophenyl)-3H-imidazo[4,5-b]pyridine-3-acetic acid), C(=O)(N1C=NC=C1)N1C=NC=C1 (1,1'-carbonyldiimidazole), N (ammonia). Solvent: O1CCCC1 (tetrahydrofuran). Procedure: A mixture of 2-(4-bromophenyl)-3H-imidazo[4,5-b]pyridine-3-acetic acid (5.51 g, 0.0166 mole) and 1,1'-carbonyldiimidazole (2.69 g, 0.0166 mole) was stirred at room temperature in dry tetrahydrofuran (100 ml) for 2.5 hours with a stream of nitrogen bubbling through it. The reaction mixture was cooled in a dry ice/acetone bath, and liquid ammonia (50 ml) was added. The mixture was allowed to warm to room temperature and was stirred overnight under nitrogen. The solvents were removed under reduced ... As a reaction SMILES: [Br:1][C:2]1[CH:7]=[CH:6][C:5]([C:8]2[N:16]([CH2:17][C:18]([OH:20])=O)[C:11]3=[N:12][CH:13]=[CH:14][CH:15]=[C:10]3[N:9]=2)=[CH:4][CH:3]=1.C(N1C=CN=C1)([N:23]1C=CN=C1)=O.N>O1CCCC1>[Br:1][C:2]1[CH:3]=[CH:4][C:5]([C:8]2[N:16]([CH2:17][C:18]([NH2:23])=[O:20])[C:11]3=[N:12][CH:13]=[CH:14][CH:15]=[C:10]3[N:9]=2)=[CH:6][CH:7]=1. Yields the product BrC1=CC=C(C=C1)C1=NC=2C(=NC=CC2)N1CC(=O)N (2-(4-Bromophenyl)-3H-imidazo[4,5-b]pyridine-3-acetamide). Conditions: time 8 hour. Yield: 77.3%. RXN SMILES: [CH2:1]([N:8]1[CH2:13][CH2:12][O:11][CH:10]([CH2:14][O:15][S:16]([C:19]2[CH:24]=[CH:23][C:22]([CH3:25])=[CH:21][CH:20]=2)(=[O:18])=[O:17])[CH2:9]1)[C:2]1[CH:7]=[CH:6][CH:5]=[CH:4][CH:3]=1.C1(C)C=CC(S(N[C@H](C(O)=O)CCC(O)=O)(=O)=O)=CC=1>CO>[CH2:1]([N:8]1[CH2:13][CH2:12][O:11][C@H:10]([CH2:14][O:15][S:16]([C:19]2[CH:20]=[CH:21][C:22]([CH3:25])=[CH:23][CH:24]=2)(=[O:18])=[O:17])[CH2:9]1)[C:2]1[CH:3]=[CH:4][CH:5]=[CH:6][CH:7]=1. Procedure details: To a solution of 4-benzyl-2-(toluene-p-sulphonyloxy-methyl)morpholine (18.1 g.) in methanol (100 ml.) was added a solution of (+)-toluene-p-sulphonylglutamic acid (16.0 g.) in methanol (50 ml.) and the mixture was allowed to crystallise during twelve hours. The mixture was filtered, the filtrate was put on one side, and the filtered solids (18.3 g.) were recrystallised from methanol (150 ml.) to obtain the (+)-toluene-p-sulphonylglutamic acid salt of (2S)-4-benzyl-2-(toluene-p-sulphonyloxymethyl... Solvent: CO (methanol), CO (methanol). Reactants: C(C1=CC=CC=C1)N1CC(OCC1)COS(=O)(=O)C1=CC=C(C=C1)C (4-benzyl-2-(toluene-p-sulphonyloxy-methyl)morpholine), C1(=CC=C(C=C1)S(=O)(=O)N[C@@H](CCC(=O)O)C(=O)O)C ((+)-toluene-p-sulphonylglutamic acid). Product: (+)-toluene-p-sulphonylglutamic acid salt, C(C1=CC=CC=C1)N1C[C@H](OCC1)COS(=O)(=O)C1=CC=C(C=C1)C ((2S)-4-benzyl-2-(toluene-p-sulphonyloxymethyl)morpholine). The reactants are COc1ccc(OC)c(CC(=O)NCC(OC)OC)c1, O. The product is COc1ccc(OC)c2c1C=CNC(=O)C2. Reaction SMILES: [CH3:1][O:2][CH:3]([CH2:4][NH:5][C:6]([CH2:7][c:8]1[c:9]([O:16][CH3:17])[cH:10][cH:11][c:12]([O:14][CH3:15])[cH:13]1)=[O:18])[O:19][CH3:20].[OH2:21]>>[CH:3]1=[CH:4][NH:5][C:6](=[O:18])[CH2:7][c:8]2[c:9]([O:16][CH3:17])[cH:10][cH:11][c:12]([O:14][CH3:15])[c:13]21. Reactants: COCOc2ccc1ccccc1c2 (substrate), C[Mg]Br (effective_coupling_partner). The reagents and catalysts are PCy3. Reaction conditions: temperature 80 celsius, time 20 minute. The product is Cc2ccc1ccccc1c2. The reactants are FC(C1=CC(=NC=2N1N=CC2C(=O)O)C2=CC=C(C=C2)C(F)(F)F)(F)F (7-trifluoromethyl-5-(4-trifluoromethyl-phenyl)-pyrazolo[1,5-a]pyrimidine-3-carboxylic acid), CN(CCNS(=O)(=O)C1=C(N=C(S1)N)C)C (2-Amino-4-methyl-thiazole-5-sulfonic acid (2-dimethylamino-ethyl)-amide). Product: CN(CCNS(=O)(=O)C1=C(N=C(S1)NC(=O)C=1C=NN2C1N=C(C=C2C(F)(F)F)C2=CC=C(C=C2)C(F)(F)F)C)C (7-Trifluoromethyl-5-(4-trifluoromethyl-phenyl)-pyrazolo[1,5-a]pyrimidine-3-carboxylic acid [5-(2-dimethylamino-ethylsulfamoyl)-4-methyl-thiazol-2-yl]-amide). RXN SMILES: [F:1][C:2]([F:26])([F:25])[C:3]1[N:8]2[N:9]=[CH:10][C:11]([C:12]([OH:14])=O)=[C:7]2[N:6]=[C:5]([C:15]2[CH:20]=[CH:19][C:18]([C:21]([F:24])([F:23])[F:22])=[CH:17][CH:16]=2)[CH:4]=1.[CH3:27][N:28]([CH3:42])[CH2:29][CH2:30][NH:31][S:32]([C:35]1[S:39][C:38]([NH2:40])=[N:37][C:36]=1[CH3:41])(=[O:34])=[O:33]>>[CH3:27][N:28]([CH3:42])[CH2:29][CH2:30][NH:31][S:32]([C:35]1[S:39][C:38]([NH:40][C:12]([C:11]2[CH:10]=[N:9][N:8]3[C:3]([C:2]([F:26])([F:25])[F:1])=[CH:4][C:5]([C:15]4[CH:20]=[CH:19][C:18]([C:21]([F:22])([F:24])[F:23])=[CH:17][CH:16]=4)=[N:6][C:7]=23)=[O:14])=[N:37][C:36]=1[CH3:41])(=[O:34])=[O:33]. Procedure: The title compound was prepared from 7-trifluoromethyl-5-(4-trifluoromethyl-phenyl)-pyrazolo[1,5-a]pyrimidine-3-carboxylic acid (example C.1) and 2-amino-4-methyl-thiazole-5-sulfonic acid (2-dimethylamino-ethyl)-amide (example B.15) according to general procedure II. The reactants are C1CNC1, CC#N, COC(=O)C1CO1. Product: COC(=O)C(O)CN1CCC1. Reaction SMILES: [CH2:8]1[CH2:9][NH:10][CH2:11]1.[CH3:12][C:13]#[N:14].[O:1]1[CH:2]([C:4](=[O:5])[O:6][CH3:7])[CH2:3]1>>[OH:1][CH:2]([CH2:3][N:10]1[CH2:9][CH2:8][CH2:11]1)[C:4](=[O:5])[O:6][CH3:7].